From a dataset of the Open Reaction Database (ORD), a public repository of structured organic reaction records. describe an organic reaction: reactants, conditions, products, and yield Reported procedure: To a solution of 2-(trimethylsilyl)ethyl(S)-2-((S)-4-(4-chlorophenyl)-4-hydroxy-3,3-dimethylpiperidine-1-carbonyl)-3-methylbutylcarbamate (110 mg, 0.221 mmol) in THF (1 mL) was added 1 equivalent of 1 M-tetra-N-butylammonium fluoride (0.221 mL, 0.221 mmol). The resulting mixture was stirred at room temperature for 1.5 hrs. After this time, the reaction was analyzed by LC/MS, which showed that the reaction was very slow. An additional 4 equiv. of TBAF (0.88 ml) was added and the mixture was stirr... Isolated yield 109.4%. Run in C1CCOC1 (THF). The reactants are ClC1=CC=C(C=C1)[C@@]1(C(CN(CC1)C(=O)[C@H](CNC(OCC[Si](C)(C)C)=O)C(C)C)(C)C)O (2-(trimethylsilyl)ethyl(S)-2-((S)-4-(4-chlorophenyl)-4-hydroxy-3,3-dimethylpiperidine-1-carbonyl)-3-methylbutylcarbamate), ClC1=CC=C(C(=O)NC(CC(=O)N2CC([C@@](CC2)(O)C2=CC=C(C=C2)Cl)(C)C)C(C)C)C=C1 (4-Chloro-N-(1-((S)-4-(4-chlorophenyl)-4-hydroxy-3,3-dimethylpiperidin-1-yl)-4-methyl-1-oxopentan-3-yl)benzamide), M-tetra-N-butylammonium fluoride, CCCC[N+](CCCC)(CCCC)CCCC.[F-] (TBAF), CCOC(=O)C (EtOAc). Yields the product NC[C@@H](C(=O)N1CC([C@@](CC1)(O)C1=CC=C(C=C1)Cl)(C)C)C(C)C ((S)-2-(aminomethyl)-1-((S)-4-(4-chlorophenyl)-4-hydroxy-3,3-dimethylpiperidin-1-yl)-3-methylbutan-1-one). Reaction conditions: time 1.5 hour. As a reaction SMILES: [Cl:1][C:2]1[CH:7]=[CH:6][C:5]([C@@:8]2([OH:33])[CH2:13][CH2:12][N:11]([C:14]([C@@H:16]([CH:28]([CH3:30])[CH3:29])[CH2:17][NH:18]C(=O)OCC[Si](C)(C)C)=[O:15])[CH2:10][C:9]2([CH3:32])[CH3:31])=[CH:4][CH:3]=1.ClC1C=CC(C(NC(C(C)C)CC(N2CC[C@@](C3C=CC(Cl)=CC=3)(O)C(C)(C)C2)=O)=O)=CC=1.CCCC[N+](CCCC)(CCCC)CCCC.[F-].CCOC(C)=O>C1COCC1>[NH2:18][CH2:17][C@H:16]([CH:28]([CH3:30])[CH3:29])[C:14]([N:11]1[CH2:12][CH2:13][C@@:8]([C:5]2[CH:4]=[CH:3][C:2]([Cl:1])=[CH:7][CH:6]=2)([OH:33])[C:9]([CH3:31])([CH3:32])[CH2:10]1)=[O:15] |f:2.3|. Solvent: CO (MeOH). Run at time 2 hour. As a reaction SMILES: [C:1]12([CH2:9][CH:10]([NH:21]C(=O)OCC3C=CC=CC=3)[CH2:11][N:12]([CH3:20])[C:13]([O:15][C:16]([CH3:19])([CH3:18])[CH3:17])=[O:14])[CH2:8][CH2:7][CH:4]([CH2:5][CH2:6]1)[CH2:3][CH2:2]2>[OH-].[OH-].[Pd+2].CO>[NH2:21][CH:10]([CH2:9][C:1]12[CH2:2][CH2:3][CH:4]([CH2:5][CH2:6]1)[CH2:7][CH2:8]2)[CH2:11][N:12]([CH3:20])[C:13](=[O:14])[O:15][C:16]([CH3:18])([CH3:19])[CH3:17] |f:1.2.3|. The product is NC(CN(C(OC(C)(C)C)=O)C)CC12CCC(CC1)CC2 (tert-butyl 2-amino-3-(bicyclo[2.2.2]octan-1-yl)propyl(methyl)carbamate). Procedure: A mixture of benzyl 1-(bicyclo[2.2.2]octan-1-yl)-3-(N-methyl-N-tert-butoxycarbonylamino)propan-2-ylcarbamate (250 mg, 0.58 mmol) and Pd(OH)2 (20%, 60 mg) in 12 Ml of absolute of MeOH was hydrogenated under 20 psi H2 for 2 h. TLC (EtOAc/Petroleum ether=1:2) indicated the completion of reaction. The mixture was then filtered and evaporated to afford tert-butyl 2-amino-3-(bicyclo[2.2.2]octan-1-yl)propyl(methyl)carbamate (150 mg, 87%) as oil, which was used in the next step without further purificat... Reactants: C12(CCC(CC1)CC2)CC(CN(C(=O)OC(C)(C)C)C)NC(OCC2=CC=CC=C2)=O (benzyl 1-(bicyclo[2.2.2]octan-1-yl)-3-(N-methyl-N-tert-butoxycarbonylamino)propan-2-ylcarbamate), EtOAc Petroleum ether. Reagents/catalysts: [OH-].[OH-].[Pd+2] (Pd(OH)2). Isolated yield 87.2%.